From a dataset of the Open Reaction Database (ORD), a public repository of structured organic reaction records. describe an organic reaction: reactants, conditions, products, and yield Starting materials: CC1=NN2C(N=C(C=C2C(CCC)CCC)C)=C1C1=CN=C(S1)C=1N(N=CN1)C (2,5-dimethyl-3-[2-(2-methyl-2H-[1,2,4]triazol-3-yl)-thiazol-5-yl]-7-(1-propyl-butyl)-pyrazolo[1,5-a]pyrimidine), BrN1C(CCC1=O)=O (N-bromosuccinimide). Solvent: C(C)#N (acetonitrile). Run at temperature 22 celsius, time 10 hour. Yields the product BrC=1N=C(SC1C=1C(=NN2C1N=C(C=C2C(CCC)CCC)C)C)C=2N(N=CN2)C (3-[4-Bromo-2-(2-methyl-2H-[1,2,4]triazol-3-yl)-thiazol-5-yl]-2,5-dimethyl-7-(1-propyl-butyl)-pyrazolo[1,5-a]pyrimidine). Isolated yield 76.9%. Reaction SMILES: [CH3:1][C:2]1[C:18]([C:19]2[S:23][C:22]([C:24]3[N:25]([CH3:29])[N:26]=[CH:27][N:28]=3)=[N:21][CH:20]=2)=[C:5]2[N:6]=[C:7]([CH3:17])[CH:8]=[C:9]([CH:10]([CH2:14][CH2:15][CH3:16])[CH2:11][CH2:12][CH3:13])[N:4]2[N:3]=1.[Br:30]N1C(=O)CCC1=O>C(#N)C>[Br:30][C:20]1[N:21]=[C:22]([C:24]2[N:25]([CH3:29])[N:26]=[CH:27][N:28]=2)[S:23][C:19]=1[C:18]1[C:2]([CH3:1])=[N:3][N:4]2[C:9]([CH:10]([CH2:14][CH2:15][CH3:16])[CH2:11][CH2:12][CH3:13])=[CH:8][C:7]([CH3:17])=[N:6][C:5]=12. Reported procedure: To a solution of 2,5-dimethyl-3-[2-(2-methyl-2H-[1,2,4]triazol-3-yl)-thiazol-5-yl]-7-(1-propyl-butyl)-pyrazolo[1,5-a]pyrimidine (6 g, 14.65 mmol) in acetonitrile (60 mL) add N-bromosuccinimide (2.74 g, 15.4 mmol) in one portion and stir at 22° C. for 10 h. Evaporate the solvent and dissolve the residue in a mixture of water (50 mL) and methyl-t-butyl ether (100 mL). Separate the organic layer and extract the aqueous layer with additional methyl-t-butyl ether (2×50 mL). Combine the organic portio... Reactants: ClC1=CC=C(C=C1)C1N(C(C=2NN=C(C21)C2CC2)=O)C=2C=C(C=1N(C2)C(=NN1)C)C (4-(4-chlorophenyl)-3-cyclopropyl-5-(3,8-dimethyl-[1,2,4]triazolo[4,3-a]pyridin-6-yl)-4,5-dihydropyrrolo[3,4-c]pyrazol-6(1H)-one), CI (MeI). Yields the product ClC1=CC=C(C=C1)C1N(C(C=2N(N=C(C21)C2CC2)C)=O)C=2C=C(C=1N(C2)C(=NN1)C)C (4-(4-chlorophenyl)-3-cyclopropyl-5-(3,8-dimethyl-[1,2,4]triazolo[4,3-a]pyridin-6-yl)-1-methyl-4,5-dihydropyrrolo[3,4-c]pyrazol-6(1H)-one). As a reaction SMILES: [Cl:1][C:2]1[CH:7]=[CH:6][C:5]([CH:8]2[C:15]3[C:14]([CH:16]4[CH2:18][CH2:17]4)=[N:13][NH:12][C:11]=3[C:10](=[O:19])[N:9]2[C:20]2[CH:21]=[C:22]([CH3:30])[C:23]3[N:24]([C:26]([CH3:29])=[N:27][N:28]=3)[CH:25]=2)=[CH:4][CH:3]=1.[CH3:31]I>>[Cl:1][C:2]1[CH:3]=[CH:4][C:5]([CH:8]2[C:15]3[C:14]([CH:16]4[CH2:18][CH2:17]4)=[N:13][N:12]([CH3:31])[C:11]=3[C:10](=[O:19])[N:9]2[C:20]2[CH:21]=[C:22]([CH3:30])[C:23]3[N:24]([C:26]([CH3:29])=[N:27][N:28]=3)[CH:25]=2)=[CH:6][CH:7]=1. Procedure: The title compound was prepared in analogy to the procedure described in Step 112.5 using 4-(4-chlorophenyl)-3-cyclopropyl-5-(3,8-dimethyl-[1,2,4]triazolo[4,3-a]pyridin-6-yl)-4,5-dihydropyrrolo[3,4-c]pyrazol-6(1H)-one (Step 129.1) and MeI at RT for 30 min. The crude product was purified by preparative achiral SFC (column NH2, gradient 19-24% in 6 min_total 11 min). tR: 0.95 min (LC-MS 2); ESI-MS: 433.2 [M+H]+ (LC-MS 2); 1H NMR (400 MHz, DMSO-d6) δ ppm-0.10-0.07 (m, 1H) 0.50-0.78 (m, 3H) 1.59-1.7... The reactants are CO (MeOH), CC1=C2[C@H](C(=O)[C@@]3([C@H](C[C@@H]4[C@]([C@H]3[C@@H]([C@@](C2(C)C)(C[C@@H]1OC(=O)[C@@H]([C@H](C=5C=CC=CC5)NC(=O)C=6C=CC=CC6)O)O)OC(=O)C=7C=CC=CC7)(CO4)OC(=O)C)O)C)OC(=O)C (taxol). Product: CC(=O)CCC1=CC=C(C=C1)O (betuligenol), C1. Reaction SMILES: C[C:2]1[C@@H:19](OC([C@H](O)[C@@H](NC(C2C=CC=CC=2)=O)C2C=CC=CC=2)=O)[CH2:18][C@:14]2(O)[C:15](C)(C)[C:3]=1[C@@H](OC(C)=O)C([C@@]1(C)[C@H:12]([C@@H:13]2OC(C2C=CC=CC=2)=O)[C@:11]2([O:53]C(C)=O)CO[C@@H:10]2C[C@@H]1O)=O.C[OH:64]>>[CH3:10][C:11]([CH2:12][CH2:13][C:14]1[CH:18]=[CH:19][C:2]([OH:64])=[CH:3][CH:15]=1)=[O:53]. Procedure: Taxus wallichiana known as the Himalayan yew is available in India. The applicants have investigating the different parts of this plant from different Himalayan regions of India for isolation of naturally occurring analogues of taxol, its important precursors and other biologically active compounds. During the course of investigation the applicants have isolated 2 compounds of 4-aryl-2-butanol namely betuligenol having formula C10H14O2, mp 69-70° C., [α]n+20 (C1, MeOH) and betuliloside having fo... Reactants: B(c1ccccc1)(O)O (effective_coupling_partner), CCC(=O)Oc2c1ccccc1cc3ccccc23 (substrate). Reagents/catalysts: PCy3. Reaction conditions: temperature 100 celsius, time 6 hour. Yields the product c4ccc(c2c1ccccc1cc3ccccc23)cc4. The reactants are [H-].[Na+] (sodium hydride), BrCCCCCCCCCC (1-bromodecane), [H-].[Na+] (NaH), N1C(CCCCC1)=O (azacycloheptan-2-one). Product: C(CCCCCCCCC)N1C(CCCCC1)=O (1-n-Decylazacycloheptan-2-one). Isolated yield 84.8%. Reaction SMILES: [H-].[Na+].[NH:3]1[CH2:9][CH2:8][CH2:7][CH2:6][CH2:5][C:4]1=[O:10].Br[CH2:12][CH2:13][CH2:14][CH2:15][CH2:16][CH2:17][CH2:18][CH2:19][CH2:20][CH3:21]>>[CH2:12]([N:3]1[CH2:9][CH2:8][CH2:7][CH2:6][CH2:5][C:4]1=[O:10])[CH2:13][CH2:14][CH2:15][CH2:16][CH2:17][CH2:18][CH2:19][CH2:20][CH3:21] |f:0.1|. Reported procedure: Following example 10, 10.2 g of 50% sodium hydride-mineral oil dispersion (5.1 g NaH, 0.2125 M), 20 g (0.177 M) of azacycloheptan-2-one and 44.2 g (0.2 M) of 1-bromodecane on 19 hr. reflux gave 38 g (84.7%) of product; b.p. 158°-163°/0.25-0.3 mm. The reactants are C1=CC=CC=2C3=CC=CC=C3CC12 (fluorene), C(CCC)[Li] (n-butyllithium), C1(=CC=CC=C1)[Si](C1=CC=CC=C1)(C1=CC=CC=C1)Cl (triphenylsilyl chloride). The solvent is CCOCC (ether), C1=CC=CC=C1 (benzene). Product: C1(=CC=CC=C1)[Si](C1C2=CC=CC=C2C=2C=CC=CC12)(C1=CC=CC=C1)C1=CC=CC=C1 (9-Triphenylsilylfluorene). Yield: 98.8%. Reaction SMILES: [CH:1]1[C:13]2[CH2:12][C:11]3[C:6](=[CH:7][CH:8]=[CH:9][CH:10]=3)[C:5]=2[CH:4]=[CH:3][CH:2]=1.C([Li])CCC.[C:19]1([Si:25](Cl)([C:32]2[CH:37]=[CH:36][CH:35]=[CH:34][CH:33]=2)[C:26]2[CH:31]=[CH:30][CH:29]=[CH:28][CH:27]=2)[CH:24]=[CH:23][CH:22]=[CH:21][CH:20]=1>CCOCC.C1C=CC=CC=1>[C:32]1([Si:25]([C:19]2[CH:20]=[CH:21][CH:22]=[CH:23][CH:24]=2)([C:26]2[CH:31]=[CH:30][CH:29]=[CH:28][CH:27]=2)[CH:12]2[C:11]3[CH:10]=[CH:9][CH:8]=[CH:7][C:6]=3[C:5]3[C:13]2=[CH:1][CH:2]=[CH:3][CH:4]=3)[CH:33]=[CH:34][CH:35]=[CH:36][CH:37]=1. Procedure details: To a solution of 17 g of fluorene (102.4 mmol) in 300 mL of dry ether was added 46 mL of 2.3M n-butyllithium dropwise over a period of 20 minutes. The mixture was refluxed for 3 hours, cooled in an ice bath, and treated in one portion with a solution of 24 g (81.46 mmol) of triphenylsilyl chloride in 100 mL of dry benzene. The mixture was refluxed for 24 hours, cooled to room temperature, and washed with sat'd NH4Cl (100 mL), brine (150 mL), and water (150 mL). The organic layer was dried over M... Starting materials: Cl.C(C1=CC=CC=C1)(=N)N (Benzamidine hydrochloride), 1-dimethylamino-3-dimethylimonio-1-(4-bromophenyl)-1-propene perchlorate, BrC1=CC=C(C=C1)C1=NC=CC(=N1)C1=CC=C(C=C1)Br (2,4-Bis(4-bromophenyl)-pyrimidine). The product is C1(=CC=CC=C1)C1=NC=CC(=N1)C1=CC=C(C=C1)Br (2-phenyl-4-(4-bromophenyl)-pyrimidine). Isolated yield 72.0%. RXN SMILES: Cl.C(N)(=N)C1C=CC=CC=1.Br[C:12]1[CH:17]=[CH:16][C:15]([C:18]2[N:23]=[C:22]([C:24]3[CH:29]=[CH:28][C:27]([Br:30])=[CH:26][CH:25]=3)[CH:21]=[CH:20][N:19]=2)=[CH:14][CH:13]=1>>[C:15]1([C:18]2[N:23]=[C:22]([C:24]3[CH:25]=[CH:26][C:27]([Br:30])=[CH:28][CH:29]=3)[CH:21]=[CH:20][N:19]=2)[CH:14]=[CH:13][CH:12]=[CH:17][CH:16]=1 |f:0.1|. Procedure details: Benzamidine hydrochloride (4.7 g, 0.03 mole) and 1-dimethylamino-3-dimethylimonio-1-(4-bromophenyl)-1-propene perchlorate are allowed to react as described above in Example 4 for the preparation of 2,4-Bis(4-bromophenyl)-pyrimidine. After work-up and recrystallization from CHCl3 :ethyl ether (1:3), 7.2 g (72%) of a white crystalline solid is obtained which melted at 107°-08° C. IR(KBr) 2925, 1597, 1562, 1540, 1427 cm-1. 1H-NMR: (CDCl3) 8.65 (d, 1H, j=5.3 Hz), 8.55-8.52 (m, 2H), 8.02 (d, 2H, j=8.... Starting materials: N1CCCC1 (Pyrrolidine), ice, C(#N)N=C(CC#N)OCC (ethyl N,2-dicyanoacetimidate). Solvent: O1CCCC1 (tetrahydrofuran). Reaction conditions: time 2 hour. Yields the product C(#N)N=C(CC#N)N1CCCC1 (3-(Cyanoimino)-3-pyrrolidinopropionitrile). RXN SMILES: [NH:1]1[CH2:5][CH2:4][CH2:3][CH2:2]1.[C:6]([N:8]=[C:9](OCC)[CH2:10][C:11]#[N:12])#[N:7]>O1CCCC1>[C:6]([N:8]=[C:9]([N:1]1[CH2:5][CH2:4][CH2:3][CH2:2]1)[CH2:10][C:11]#[N:12])#[N:7]. Reported procedure: Pyrrolidine (2.07 g, 0.0292 m) is added to 4.00 g (0.0292 m) of an ice-cooled solution of ethyl N,2-dicyanoacetimidate in 80 ml of tetrahydrofuran and stirred for two hours at room temperature. The crude product is isolated and chromatographed in the same manner as that of Example 2. The tlc-pure crystalline product (4.80 g) is triturated with diethyl ether to give 4.00 g (84%), mp 45° C. Nmr and ir are consistent. Run in CN(C=O)C (N,N-dimethylformamide), O (water). Procedure details: In a 20 mL vial were combined 4-fluoronitrobenzene (1.1 mL, 10 mmol), imidazole (0.68 g, 10 mmol), and sodium carbonate (1.1 g, 11 mmol) in N,N-dimethylformamide (5 mL). The mixture is shaken at 100° C. for 24 hours and then allowed to cool to room temperature and then diluted with water. Concentrated hydrochloric acid is added to bring the pH to 1, and then the mixture is extracted thrice with chloroform (10 mL). The acidic aqueous phase is then treated with 2.5 M sodium hydroxide solution to g... RXN SMILES: F[C:2]1[CH:7]=[CH:6][C:5]([N+:8]([O-:10])=[O:9])=[CH:4][CH:3]=1.[NH:11]1[CH:15]=[CH:14][N:13]=[CH:12]1.C(=O)([O-])[O-].[Na+].[Na+].Cl>CN(C)C=O.O>[N+:8]([C:5]1[CH:6]=[CH:7][C:2]([N:11]2[CH:15]=[CH:14][N:13]=[CH:12]2)=[CH:3][CH:4]=1)([O-:10])=[O:9] |f:2.3.4|. Yields the product [N+](=O)([O-])C1=CC=C(C=C1)N1C=NC=C1 (1-(4-nitrophenyl)-1H-imidazole). Reactants: FC1=CC=C(C=C1)[N+](=O)[O-] (4-fluoronitrobenzene), Cl (hydrochloric acid), N1C=NC=C1 (imidazole), C([O-])([O-])=O.[Na+].[Na+] (sodium carbonate). Conditions: temperature 100 celsius, time 24 hour. The reactants are [BH4-], COC(=O)C1=C(C)NC(C=O)=C(C(=O)OC)C1c1ccccc1C#N, CC(=O)O, CO, [Na+], O. The product is COC(=O)C1=C(C)NC(CO)=C(C(=O)OC)C1c1ccccc1C#N. As a reaction SMILES: [BH4-:26].[CH3:1][C:2]1=[C:7]([C:8](=[O:9])[O:10][CH3:11])[CH:6]([c:12]2[c:13]([C:18]#[N:19])[cH:14][cH:15][cH:16][cH:17]2)[C:5]([C:20](=[O:21])[O:22][CH3:23])=[C:4]([CH:24]=[O:25])[NH:3]1.[CH3:28][C:29](=[O:30])[OH:31].[CH3:32][OH:33].[Na+:27].[OH2:34]>>[CH3:1][C:2]1=[C:7]([C:8](=[O:9])[O:10][CH3:11])[CH:6]([c:12]2[c:13]([C:18]#[N:19])[cH:14][cH:15][cH:16][cH:17]2)[C:5]([C:20](=[O:21])[O:22][CH3:23])=[C:4]([CH2:24][OH:25])[NH:3]1.